This data is from the Open Reaction Database (ORD), a public repository of structured organic reaction records. The task is: describe an organic reaction: reactants, conditions, products, and yield Reactants: ClC1=C(C(=CC=C1)F)C1=NC(=C(N1)C1=CC=C2C(=N1)N(C(=N2)N)CC(C)(C)C)C2=CC=CC=C2 (5-[2-(2-Chloro-6-fluoro-phenyl)-5-phenyl-3H-imidazol-4-yl]-3-(2,2-dimethylpropyl)-3H-imidazo[4,5-b]pyridin-2-ylamine), CS(=O)(=O)O (methanesulfonic acid). Run in CO.O (methanol water). Product: CS(=O)(=O)O.ClC1=C(C(=CC=C1)F)C1=NC(=C(N1)C1=CC=C2C(=N1)N(C(=N2)N)CC(C)(C)C)C2=CC=CC=C2 (5-[2-(2-Chloro-6-fluoro-phenyl)-5-phenyl-3H-imidazol-4-yl]-3-(2,2-dimethylpropyl)-3H-imidazo[4,5-b]pyridin-2-ylamine methanesulfonate). As a reaction SMILES: [Cl:1][C:2]1[CH:7]=[CH:6][CH:5]=[C:4]([F:8])[C:3]=1[C:9]1[NH:13][C:12]([C:14]2[N:19]=[C:18]3[N:20]([CH2:24][C:25]([CH3:28])([CH3:27])[CH3:26])[C:21]([NH2:23])=[N:22][C:17]3=[CH:16][CH:15]=2)=[C:11]([C:29]2[CH:34]=[CH:33][CH:32]=[CH:31][CH:30]=2)[N:10]=1.[CH3:35][S:36]([OH:39])(=[O:38])=[O:37]>CO.O>[CH3:35][S:36]([OH:39])(=[O:38])=[O:37].[Cl:1][C:2]1[CH:7]=[CH:6][CH:5]=[C:4]([F:8])[C:3]=1[C:9]1[NH:13][C:12]([C:14]2[N:19]=[C:18]3[N:20]([CH2:24][C:25]([CH3:26])([CH3:27])[CH3:28])[C:21]([NH2:23])=[N:22][C:17]3=[CH:16][CH:15]=2)=[C:11]([C:29]2[CH:34]=[CH:33][CH:32]=[CH:31][CH:30]=2)[N:10]=1 |f:2.3,4.5|. Procedure details: Treat a solution of 5-[2-(2-Chloro-6-fluoro-phenyl)-5-phenyl-3H-imidazol-4-yl]-3-(2,2-dimethylpropyl)-3H-imidazo[4,5-b]pyridin-2-ylamine in methanol-water with methanesulfonic acid followed by lyophilization to provide the title compound. Starting materials: ClC1=CC=2C3=C(N(C2C=C1)CCC(=O)OCC)CCN(C3)C (ethyl 3-(8-chloro-1,2,3,4-tetrahydro-2-methylpyrido[4,3-b]indol-5-yl)propanoate), [OH-].[Na+] (NaOH), Cl (HCl). Solvent: C(C)O (ethanol). Conditions: temperature 50 celsius, time 3 hour. The product is ClC1=CC=2C3=C(N(C2C=C1)CCC(=O)O)CCN(C3)C (3-(8-chloro-1,2,3,4-tetrahydro-2-methylpyrido[4,3-b]indol-5-yl)propanoic acid). RXN SMILES: [Cl:1][C:2]1[CH:10]=[CH:9][C:8]2[N:7]([CH2:11][CH2:12][C:13]([O:15]CC)=[O:14])[C:6]3[CH2:18][CH2:19][N:20]([CH3:22])[CH2:21][C:5]=3[C:4]=2[CH:3]=1.[OH-].[Na+].Cl>C(O)C>[Cl:1][C:2]1[CH:10]=[CH:9][C:8]2[N:7]([CH2:11][CH2:12][C:13]([OH:15])=[O:14])[C:6]3[CH2:18][CH2:19][N:20]([CH3:22])[CH2:21][C:5]=3[C:4]=2[CH:3]=1 |f:1.2|. Procedure details: A mixture of ethyl 3-(8-chloro-1,2,3,4-tetrahydro-2-methylpyrido[4,3-b]indol-5-yl)propanoate (CD17) and NaOH in ethanol was stirred at 50° C. for 3 h after which it was cooled to RT and neutralized with conc. HCl. The solvent was removed under reduced pressure to obtain crude 3-(8-chloro-1,2,3,4-tetrahydro-2-methylpyrido[4,3-b]indol-5-yl)propanoic acid. Reactants: ClC1=NC(=NC(=C1C(=O)N)NC=1C=NC(=CC1)C)SC (4-chloro-6-[(6-methylpyridin-3-yl)amino]-2-(methylsulfanyl)pyrimidine-5-carboxamide), CO (methanol), C[O-].[Na+] (sodium methoxide). The solvent is O (Water). Reaction conditions: time 8 hour. Product: COC1=NC(=NC(=C1C(=O)N)NC=1C=NC(=CC1)C)SC (4-methoxy-6-[(6-methylpyridin-3-yl)amino]-2-(methylsulfanyl)pyrimidine-5-carboxamide). RXN SMILES: Cl[C:2]1[C:7]([C:8]([NH2:10])=[O:9])=[C:6]([NH:11][C:12]2[CH:13]=[N:14][C:15]([CH3:18])=[CH:16][CH:17]=2)[N:5]=[C:4]([S:19][CH3:20])[N:3]=1.[CH3:21][OH:22].C[O-].[Na+]>O>[CH3:21][O:22][C:2]1[C:7]([C:8]([NH2:10])=[O:9])=[C:6]([NH:11][C:12]2[CH:13]=[N:14][C:15]([CH3:18])=[CH:16][CH:17]=2)[N:5]=[C:4]([S:19][CH3:20])[N:3]=1 |f:2.3|. Procedure: To a mixture of 4-chloro-6-[(6-methylpyridin-3-yl)amino]-2-(methylsulfanyl)pyrimidine-5-carboxamide (Preparation Example 303) (51 mg) and methanol (1 mL), sodium methoxide (11 mg) was added under ice cooling and stirred overnight at room temperature. Water was added to the reaction liquid, and the solid was collected by filtration to give 4-methoxy-6-[(6-methylpyridin-3-yl)amino]-2-(methylsulfanyl)pyrimidine-5-carboxamide (41 mg).